This data is from the Open Reaction Database (ORD), a public repository of structured organic reaction records. The task is: describe an organic reaction: reactants, conditions, products, and yield The reactants are [Al+3], C1CCOC1, CCCN(C(=O)CC)c1cc(C)c(-c2ccc(OC(F)(F)F)cc2OC)nc1OC, [H-], [H-], [H-], [H-], [Li+]. The product is CCCN(CCC)c1cc(C)c(-c2ccc(OC(F)(F)F)cc2OC)nc1OC. Reaction SMILES: [Al+3:2].[CH2:37]1[O:38][CH2:39][CH2:40][CH2:41]1.[CH3:7][O:8][c:9]1[n:10][c:11](-[c:24]2[c:25]([O:35][CH3:36])[cH:26][c:27]([O:30][C:31]([F:32])([F:33])[F:34])[cH:28][cH:29]2)[c:12]([CH3:23])[cH:13][c:14]1[N:15]([C:16]([CH2:17][CH3:18])=[O:19])[CH2:20][CH2:21][CH3:22].[H-:1].[H-:4].[H-:5].[H-:6].[Li+:3]>>[CH3:7][O:8][c:9]1[n:10][c:11](-[c:24]2[c:25]([O:35][CH3:36])[cH:26][c:27]([O:30][C:31]([F:32])([F:33])[F:34])[cH:28][cH:29]2)[c:12]([CH3:23])[cH:13][c:14]1[N:15]([CH2:16][CH2:17][CH3:18])[CH2:20][CH2:21][CH3:22]. Reactants: CC(C)(OC(=O)OCC1=CC=C(C=C1)[N+](=O)[O-])[C@H]1[C@H]2CC(=C(N2C1=O)C(=O)OCC1=CC=C(C=C1)[N+](=O)[O-])SC=1SC(=NN1)C (4-nitrobenzyl (5R,6R)-6-[1-methyl-1-(4-nitrobenzyloxycarbonyloxy)ethyl]-3-(5-methyl-1,3,4-thiadiazol-2-ylthio)-7-oxo-1-azabicyclo[3.2.0]hept-2-ene-2-carboxylate), C(C)O (ethanol), P(=O)(O)([O-])[O-].[K+].[K+] (dipotassium hydrogen phosphate), O (water). The reagents and catalysts are O.[Pt](=O)=O (platinum (IV) oxide monohydrate). Run in O1CCOCC1 (dioxane). Conditions: time 1.5 hour. Yields the product OC(C)(C)[C@H]1[C@H]2CC(=C(N2C1=O)C(=O)[O-])SC=1SC(=NN1)C.[K+] (potassium (5R,6R)-6-(1-hydroxy-1-methylethyl)-3-(5-methyl-1,3,4-thiadiazol-2-ylthio)-7-oxo-1-azabicyclo[3.2.0]hept-2-ene-2-carboxylate). RXN SMILES: [CH3:1][C:2]([C@@H:18]1[C:24](=[O:25])[N:23]2[C@@H:19]1[CH2:20][C:21]([S:39][C:40]1[S:41][C:42]([CH3:45])=[N:43][N:44]=1)=[C:22]2[C:26]([O:28]CC1C=CC([N+]([O-])=O)=CC=1)=[O:27])([O:4]C(OCC1C=CC([N+]([O-])=O)=CC=1)=O)[CH3:3].C(O)C.P([O-])([O-])(O)=O.[K+:54].[K+].O>O1CCOCC1.O.[Pt](=O)=O>[OH:4][C:2]([C@@H:18]1[C:24](=[O:25])[N:23]2[C@@H:19]1[CH2:20][C:21]([S:39][C:40]1[S:41][C:42]([CH3:45])=[N:43][N:44]=1)=[C:22]2[C:26]([O-:28])=[O:27])([CH3:3])[CH3:1].[K+:54] |f:2.3.4,7.8,9.10|. Procedure: A mixture of 4-nitrobenzyl (5R,6R)-6-[1-methyl-1-(4-nitrobenzyloxycarbonyloxy)ethyl]-3-(5-methyl-1,3,4-thiadiazol-2-ylthio)-7-oxo-1-azabicyclo[3.2.0]hept-2-ene-2-carboxylate (50 mg) and platinum (IV) oxide monohydrate (50 mg) in a mixture of dioxane (6 ml), ethanol (0.5 ml), 0.1M aqueous dipotassium hydrogen phosphate (2.28 ml) and water (2.5 ml) was shaken for 1.5 hours under a hydrogen atmosphere (40 psi) at ambient temperature. The catalyst was filtered off and the filtrate was concentrated t...